This data is from the Open Reaction Database (ORD), a public repository of structured organic reaction records. The task is: describe an organic reaction: reactants, conditions, products, and yield Reactants: CC(C)(C)OC(=O)CBr, O=C([O-])[O-], O=C(CCc1ccc(O)c(Cl)c1)OCc1ccccc1, [K+], [K+], CN(C)C=O, O. The product is CC(C)(C)OC(=O)COc1ccc(CCC(=O)OCc2ccccc2)cc1Cl. Reaction SMILES: [Br:27][CH2:28][C:29](=[O:30])[O:31][C:32]([CH3:33])([CH3:34])[CH3:35].[C:21](=[O:22])([O-:23])[O-:24].[CH2:1]([c:2]1[cH:3][cH:4][cH:5][cH:6][cH:7]1)[O:8][C:9]([CH2:10][CH2:11][c:12]1[cH:13][c:14]([Cl:19])[c:15]([OH:18])[cH:16][cH:17]1)=[O:20].[K+:25].[K+:26].[O:36]=[CH:37][N:38]([CH3:39])[CH3:40].[OH2:41]>>[CH2:1]([c:2]1[cH:3][cH:4][cH:5][cH:6][cH:7]1)[O:8][C:9]([CH2:10][CH2:11][c:12]1[cH:13][c:14]([Cl:19])[c:15]([O:18][CH2:28][C:29](=[O:30])[O:31][C:32]([CH3:33])([CH3:34])[CH3:35])[cH:16][cH:17]1)=[O:20]. The reactants are C(CCC)[Li] (n-butyllithium), CCCCCC (hexane). The solvent is C(C)OCC (diethyl ether). Conditions: temperature -20 celsius, time 8 hour. Product: [CH-]1C=CC2=CC=CC=C12.[Li+] (lithium indenide). RXN SMILES: [CH2:1]([Li:5])[CH2:2][CH2:3][CH3:4].[CH3:6][CH2:7][CH2:8][CH2:9][CH2:10]C>C(OCC)C>[CH-:1]1[C:10]2[C:4](=[CH:6][CH:7]=[CH:8][CH:9]=2)[CH:3]=[CH:2]1.[Li+:5] |f:3.4|. Reported procedure: A 250 mL Schlenk flask is charged with diethyl ether, 100 mL, then chilled to -20° C. To the chilled solvent is added n-butyllithium, 5.4 mL of a 2.79M in hexane (15 mmole). To the magnetically stirred mixture is added nitrogen degassed indene, 1.92 mL (16.5 mmole). The mixture is stirred overnight at room temperature.